This data is from the Open Reaction Database (ORD), a public repository of structured organic reaction records. The task is: describe an organic reaction: reactants, conditions, products, and yield The reactants are CC=C=CCOc1ccc(S(=O)(=O)N2Cc3ccccc3N(C(=O)c3ccccc3)CC2C(=O)OC)cc1, CO, [Li+], C1CCOC1, [OH-], O. The product is CC=C=CCOc1ccc(S(=O)(=O)N2Cc3ccccc3N(C(=O)c3ccccc3)CC2C(=O)O)cc1. As a reaction SMILES: [C:1]([c:2]1[cH:3][cH:4][cH:5][cH:6][cH:7]1)(=[O:8])[N:9]1[CH2:10][CH:11]([C:35](=[O:36])[O:37][CH3:38])[N:12]([S:20](=[O:21])(=[O:22])[c:23]2[cH:24][cH:25][c:26]([O:29][CH2:30][CH:31]=[C:32]=[CH:33][CH3:34])[cH:27][cH:28]2)[CH2:13][c:14]2[c:15]1[cH:16][cH:17][cH:18][cH:19]2.[CH3:42][OH:43].[Li+:39].[O:44]1[CH2:45][CH2:46][CH2:47][CH2:48]1.[OH-:40].[OH2:41]>>[C:1]([c:2]1[cH:3][cH:4][cH:5][cH:6][cH:7]1)(=[O:8])[N:9]1[CH2:10][CH:11]([C:35](=[O:36])[OH:37])[N:12]([S:20](=[O:21])(=[O:22])[c:23]2[cH:24][cH:25][c:26]([O:29][CH2:30][CH:31]=[C:32]=[CH:33][CH3:34])[cH:27][cH:28]2)[CH2:13][c:14]2[c:15]1[cH:16][cH:17][cH:18][cH:19]2. Yields the product NC=1N=C(N2C1C=CC=C2)C(=O)C2=CC(=C(C=C2)[N+](=O)[O-])OC ((1-Aminoimidazo[1,5-a]pyridin-3-yl)(3-methoxy-4-nitrophenyl)methanone). As a reaction SMILES: C(=O)([O-])[O-].[Cs+].[Cs+].C(=[NH:20])(C1C=CC=CC=1)C1C=CC=CC=1.Br[C:22]1[N:23]=[C:24]([C:31]([C:33]2[CH:38]=[CH:37][C:36]([N+:39]([O-:41])=[O:40])=[C:35]([O:42][CH3:43])[CH:34]=2)=[O:32])[N:25]2[CH:30]=[CH:29][CH:28]=[CH:27][C:26]=12.C1(P(C2C=CC=CC=2)C2C=CC3C(=CC=CC=3)C=2C2C3C(=CC=CC=3)C=CC=2P(C2C=CC=CC=2)C2C=CC=CC=2)C=CC=CC=1>CN(C)C=O.CC(C)=O.C1C=CC(/C=C/C(/C=C/C2C=CC=CC=2)=O)=CC=1.C1C=CC(/C=C/C(/C=C/C2C=CC=CC=2)=O)=CC=1.C1C=CC(/C=C/C(/C=C/C2C=CC=CC=2)=O)=CC=1.[Pd].[Pd]>[NH2:20][C:22]1[N:23]=[C:24]([C:31]([C:33]2[CH:38]=[CH:37][C:36]([N+:39]([O-:41])=[O:40])=[C:35]([O:42][CH3:43])[CH:34]=2)=[O:32])[N:25]2[CH:30]=[CH:29][CH:28]=[CH:27][C:26]=12 |f:0.1.2,8.9.10.11.12|. Conditions: time 30 minute. The reactants are C1(=CC=CC=C1)P(C1=C(C2=CC=CC=C2C=C1)C1=C(C=CC2=CC=CC=C12)P(C1=CC=CC=C1)C1=CC=CC=C1)C1=CC=CC=C1 (2,2′-bis(diphenylphosphino)-1,1′-binaphthalene), C([O-])([O-])=O.[Cs+].[Cs+] (cesium carbonate), C(C1=CC=CC=C1)(C1=CC=CC=C1)=N (benzophenone imine), BrC=1N=C(N2C1C=CC=C2)C(=O)C2=CC(=C(C=C2)[N+](=O)[O-])OC ((1-Bromoimidazo[1,5-a]pyridin-3-yl)(3-methoxy-4-nitrophenyl)methanone). Reagents/catalysts: C=1C=CC(=CC1)/C=C/C(=O)/C=C/C2=CC=CC=C2.C=1C=CC(=CC1)/C=C/C(=O)/C=C/C2=CC=CC=C2.C=1C=CC(=CC1)/C=C/C(=O)/C=C/C2=CC=CC=C2.[Pd].[Pd] (tris(dibenzylideneacetone)dipalladium(0)). Run in CN(C=O)C (N,N-dimethylformamide), CC(=O)C (acetone). Reported procedure: 8.67 g (26.61 mmol) of cesium carbonate and then 4.5 ml (26.82 mmol) of benzophenone imine are added, under a nitrogen atmosphere, to 5 g (13.29 mmol) of (1-bromoimidazo[1,5-a]pyridin-3-yl)(3-methoxy-4-nitro-phenyl)methanone obtained in example 20 in 66 ml of N,N-dimethylformamide. After stirring for 30 minutes, 1.66 g (2.67 mmol) of 2,2′-bis(diphenylphosphino)-1,1′-binaphthalene and then 1.22 g (1.33 mmol) of tris(dibenzylideneacetone)dipalladium(0) are added. The reaction medium is heated for ... Starting materials: N1=CN=C(C2=C1NC=C2)N2C[C@@H](CC2)N(C2=NC=C(C=N2)Br)C ((R)—N-(1-(7H-pyrrolo[2,3-d]pyrimidin-4-yl)pyrrolidin-3-yl)-5-bromo-N-methylpyrimidin-2-amine), C(#N)[Zn]C#N (dicyanozinc). The reagents and catalysts are C=1C=CC(=CC1)[P](C=2C=CC=CC2)(C=3C=CC=CC3)[Pd]([P](C=4C=CC=CC4)(C=5C=CC=CC5)C=6C=CC=CC6)([P](C=7C=CC=CC7)(C=8C=CC=CC8)C=9C=CC=CC9)[P](C=1C=CC=CC1)(C=1C=CC=CC1)C=1C=CC=CC1 (tetrakis(triphenylphosphine)palladium). Run in CN(C)C=O (DMF). Reaction conditions: temperature 120 celsius, time 40 minute. Product: N1=CN=C(C2=C1NC=C2)N2C[C@@H](CC2)N(C2=NC=C(C=N2)C#N)C ((R)-2-((1-(7H-pyrrolo[2,3-d]pyrimidin-4-yl)pyrrolidin-3-yl)(methyl)amino)pyrimidine-5-carbonitrile). Reaction SMILES: [N:1]1[C:6]2[NH:7][CH:8]=[CH:9][C:5]=2[C:4]([N:10]2[CH2:14][CH2:13][C@@H:12]([N:15]([CH3:23])[C:16]3[N:21]=[CH:20][C:19](Br)=[CH:18][N:17]=3)[CH2:11]2)=[N:3][CH:2]=1.[C:24]([Zn]C#N)#[N:25]>CN(C=O)C.C1C=CC([P]([Pd]([P](C2C=CC=CC=2)(C2C=CC=CC=2)C2C=CC=CC=2)([P](C2C=CC=CC=2)(C2C=CC=CC=2)C2C=CC=CC=2)[P](C2C=CC=CC=2)(C2C=CC=CC=2)C2C=CC=CC=2)(C2C=CC=CC=2)C2C=CC=CC=2)=CC=1>[N:1]1[C:6]2[NH:7][CH:8]=[CH:9][C:5]=2[C:4]([N:10]2[CH2:14][CH2:13][C@@H:12]([N:15]([CH3:23])[C:16]3[N:21]=[CH:20][C:19]([C:24]#[N:25])=[CH:18][N:17]=3)[CH2:11]2)=[N:3][CH:2]=1 |^1:37,39,58,77|. Procedure: A mixture of (R)—N-(1-(7H-pyrrolo[2,3-d]pyrimidin-4-yl)pyrrolidin-3-yl)-5-bromo-N-methylpyrimidin-2-amine (50.0 mg, 0.134 mmol), dicyanozinc (15.7 mg, 0.134 mmol) and tetrakis(triphenylphosphine)palladium (15.4 mg, 0.0134 mmol) in 5 mL of DMF was stirred at 120° C. for 40 min in an Initator™ Biotage microwave reactor. The reaction mixture was partitioned between 15 mL of water and 20 mL of ethyl acetate. The organic layer was washed by brine, dried, concentrated and the residue was purified by p... Starting materials: CN(C)C=O, CN, O=C(Cl)C(=O)Cl, ClCCl, Cl, O=Cc1c(F)cc(C(=O)O)cc1F. RXN SMILES: [CH3:14][N:15]([CH3:16])[CH:17]=[O:18].[CH3:25][NH2:26].[Cl:19][C:20]([C:21]([Cl:22])=[O:23])=[O:24].[Cl:28][CH2:29][Cl:30].[ClH:27].[F:1][c:2]1[cH:3][c:4]([C:5](=[O:6])[OH:7])[cH:8][c:9]([F:13])[c:10]1[CH:11]=[O:12]>>[F:1][c:2]1[cH:3][c:4]([C:5](=[O:6])[NH:15][CH3:14])[cH:8][c:9]([F:13])[c:10]1[CH:11]=[O:12]. Yields the product CNC(=O)c1cc(F)c(C=O)c(F)c1. The reactants are CSC1=NC(=C(C(=N1)NC)[N+](=O)[O-])NC (2-methylsulphenyl-4,6-bis(methylamino)-5-nitro-pyrimidine), ClC1=CC(=CC=C1)C(=O)OO (m-chloroperbenzoic acid). Run in C(Cl)Cl.CO (methylene chloride methanol). The product is CS(=O)C1=NC(=C(C(=N1)NC)[N+](=O)[O-])NC (2-methylsulphinyl-4,6-bis-(methylamino)-5-nitro-pyrimidine). As a reaction SMILES: [CH3:1][S:2][C:3]1[N:8]=[C:7]([NH:9][CH3:10])[C:6]([N+:11]([O-:13])=[O:12])=[C:5]([NH:14][CH3:15])[N:4]=1.ClC1C=CC=C(C(OO)=[O:24])C=1>C(Cl)Cl.CO>[CH3:1][S:2]([C:3]1[N:4]=[C:5]([NH:14][CH3:15])[C:6]([N+:11]([O-:13])=[O:12])=[C:7]([NH:9][CH3:10])[N:8]=1)=[O:24] |f:2.3|. Reported procedure: Prepared from 2-methylsulphenyl-4,6-bis(methylamino)-5-nitro-pyrimidine by reacting with m-chloroperbenzoic acid, Rf value: 0.36 (silica gel; methylene chloride/methanol=3:1) Reactants: OCC(C)(CO)C (neopentyl glycol), [N+](=O)([O-])C1=CC=C(C=C1)Cl (4-nitrochlorobenzene), [OH-].[Na+] (sodium hydroxide). Run in CS(=O)C (dimethylsulfoxide). Reaction conditions: temperature 25 celsius, time 8 hour. Yields the product [N+](=O)([O-])C1=CC=C(OCC(COC2=CC=C(C=C2)[N+](=O)[O-])(C)C)C=C1 (1,3-bis-(4-nitrophenoxy)-2,2-dimethylpropane). Reaction SMILES: [OH-:1].[Na+].[OH:3][CH2:4][C:5]([CH3:9])([CH2:7][OH:8])[CH3:6].[N+:10]([C:13]1[CH:18]=[CH:17][C:16](Cl)=[CH:15][CH:14]=1)([O-:12])=[O:11]>CS(C)=O>[N+:10]([C:13]1[CH:18]=[CH:17][C:16]([O:3][CH2:4][C:5]([CH3:9])([CH3:6])[CH2:7][O:8][C:16]2[CH:17]=[CH:18][C:13]([N+:10]([O-:11])=[O:1])=[CH:14][CH:15]=2)=[CH:15][CH:14]=1)([O-:12])=[O:11] |f:0.1|. Reported procedure: 140 g powdered sodium hydroxide were added in small portions with thorough stirring over a period of 3 hours to a solution of 104 g (1 mol) neopentyl glycol and 346.5 g (2.2 mols) 4-nitrochlorobenzene in 600 ml dimethylsulfoxide (DMSO). An internal temperature of 40°-50° C. was maintained by cooling with ice both during the addition and subsequently until the exothermic reaction abated. The reaction mixture was then stirred for 8 hours at 25° C. The product precipitated was filtered off under su... The reactants are C1(=CC=CC=C1)P(C1=CC=CC=C1)C1=CC=CC=C1 (triphenylphosphine), [Br-].[Mg+2].[Br-] (magnesium bromide), di-μ-acetato-bis[2-(N-phenylformimidoyl)phenyl]dipalladium, BrC1=CSC=C1 (3-bromothiophene), C(CCC)[Li] (n-butyllithium), CCCCCC (hexane), O1CCCC1 (tetrahydrofuran), Organometallic. Run in C1=CC=CC=C1 (benzene). Conditions: temperature -20 celsius, time 45 minute. The product is S1C(=CC=C1)C1=C(C=O)C=CC=C1 (2-(2-Thienyl)benzaldehyde). Reaction SMILES: Br[C:2]1[CH:6]=[CH:5][S:4][CH:3]=1.C([Li])CCC.[CH3:12][CH2:13][CH2:14][CH2:15][CH2:16][CH3:17].[Br-].[Mg+2].[Br-].C1(P(C2C=CC=CC=2)C2C=CC=CC=2)C=CC=CC=1.[O:40]1CCC[CH2:41]1>C1C=CC=CC=1>[S:4]1[CH:5]=[CH:6][CH:2]=[C:3]1[C:14]1[CH:13]=[CH:12][CH:17]=[CH:16][C:15]=1[CH:41]=[O:40] |f:3.4.5|. Reported procedure: To a solution of 3-bromothiophene (30 mmol) in tetrahydrofuran (20 mL) at -78° C. under nitrogen was added dropwise n-butyllithium in hexane (30 mmol). The mixture was stirred for 45 minutes and magnesium bromide etherate (45 mmol) was added portionwise. The reaction mixture was then allowed to warm to -20° C. over 45 minutes. This mixture was added to a suspension of di-μ-acetato-bis[2-(N-phenylformimidoyl)phenyl]dipalladium (15 mmol) [Onoue et al., J. Organometallic Chem., 43, pp. 431-436 (197...